Dataset: the Open Reaction Database (ORD), a public repository of structured organic reaction records. Task: describe an organic reaction: reactants, conditions, products, and yield Reactants: [Br-], [Mg+]C1CC1, [Cl-], O=C(c1cnc(S)s1)C(F)(F)F, [NH4+]. The product is OC(c1cnc(S)s1)(C1CC1)C(F)(F)F. RXN SMILES: [Br-:1].[CH:2]1([Mg+:5])[CH2:3][CH2:4]1.[Cl-:18].[F:6][C:7]([C:8](=[O:9])[c:10]1[cH:11][n:12][c:13]([SH:15])[s:14]1)([F:16])[F:17].[NH4+:19]>>[CH:2]1([C:8]([C:7]([F:6])([F:16])[F:17])([OH:9])[c:10]2[cH:11][n:12][c:13]([SH:15])[s:14]2)[CH2:3][CH2:4]1. The reactants are Cl.N(C(=N)N)C[C@@H]1CC[C@H](CC1)C(=O)O (trans-4-guanidinomethylcyclohexanecarboxylic acid hydrochloride), C1(=CC=CC=C1)O (phenol), C1(CCCCC1)N=C=NC1CCCCC1 (dicyclohexylcarbodiimide). Solvent: N1=CC=CC=C1 (pyridine). Reaction conditions: time 8 hour. The product is Cl.N(C(=N)N)C[C@@H]1CC[C@H](CC1)C(=O)OC1=CC=CC=C1 (phenyl trans-4-guanidinomethylcyclohexanecarboxylate hydrochloride). Isolated yield 80.1%. RXN SMILES: [ClH:1].[NH:2]([CH2:6][C@H:7]1[CH2:12][CH2:11][C@H:10]([C:13]([OH:15])=[O:14])[CH2:9][CH2:8]1)[C:3]([NH2:5])=[NH:4].[C:16]1(O)[CH:21]=[CH:20][CH:19]=[CH:18][CH:17]=1.C1(N=C=NC2CCCCC2)CCCCC1>N1C=CC=CC=1>[ClH:1].[NH:2]([CH2:6][C@H:7]1[CH2:12][CH2:11][C@H:10]([C:13]([O:15][C:16]2[CH:21]=[CH:20][CH:19]=[CH:18][CH:17]=2)=[O:14])[CH2:9][CH2:8]1)[C:3]([NH2:5])=[NH:4] |f:0.1,5.6|. Reported procedure: A suspension of trans-4-guanidinomethylcyclohexanecarboxylic acid hydrochloride (11.8 g), phenol (5.6 g), and dicyclohexylcarbodiimide (12.4 g) in pyridine (75 ml) was stirred overnight at room temperature. After evaporation of solvent, the residue was treated with 0.1 N hydrochloric acid (200 ml), the insoluble materials removed by filtration and the filtrate was washed with ethylacetate. The aqueous layer was concentrated to 100 ml, the resulting crystals were filtered and washed with isopropy... The reactants are P(=O)(Cl)(Cl)Cl (phosphorus oxychloride), Cl.N[C@H]1[C@@H]2N(C(=C(CS2)\C=C/CCl)C(=O)OCC2=CC=C(C=C2)OC)C1=O (p-methoxybenzyl 7β-amino-3-[(Z)-3-chloro-1-propen-1-yl]-3-cephem-4-carboxylate hydrochloride), C[Si](NC(C)=O)(C)C (N-(trimethylsilyl)acetamide), C(C1=CC=CC=C1)(C1=CC=CC=C1)(C1=CC=CC=C1)NC1=NC(=NS1)/C(/C(=O)O)=N/OCC(F)(F)F (2-(5-tritylamino-1,2,4-thiadiazol-3-yl)-(Z)-2-(2,2,2-trifluoroethyl)oxyiminoacetic acid). Run in C(C)(=O)OCC (ethyl acetate), O1CCCC1 (tetrahydrofuran), CN(C=O)C (dimethylformamide), C(C)(=O)OCC (ethyl acetate), O1CCCC1 (tetrahydrofuran). Run at temperature -20 celsius, time 40 minute. Product: C(C1=CC=CC=C1)(C1=CC=CC=C1)(C1=CC=CC=C1)NC1=NC(=NS1)/C(/C(=O)N[C@H]1[C@@H]2N(C(=C(CS2)\C=C/CCl)C(=O)OCC2=CC=C(C=C2)OC)C1=O)=N/OCC(F)(F)F (p-methoxybenzyl 7β-[2-(5-tritylamino-1,2,4-thiadiazol-3-yl)-(Z)-2-(2,2,2-trifluoroethyl)oxyiminoacetamido]-3-[(Z)-3-chloro-1-propen-1-yl]3-cephem-4-carboxylate). Yield: 60.6%. RXN SMILES: P(Cl)(Cl)(Cl)=O.[C:6]([NH:25][C:26]1[S:30][N:29]=[C:28](/[C:31](=[N:35]/[O:36][CH2:37][C:38]([F:41])([F:40])[F:39])/[C:32](O)=[O:33])[N:27]=1)([C:19]1[CH:24]=[CH:23][CH:22]=[CH:21][CH:20]=1)([C:13]1[CH:18]=[CH:17][CH:16]=[CH:15][CH:14]=1)[C:7]1[CH:12]=[CH:11][CH:10]=[CH:9][CH:8]=1.Cl.[NH2:43][C@@H:44]1[C:67](=[O:68])[N:46]2[C:47]([C:55]([O:57][CH2:58][C:59]3[CH:64]=[CH:63][C:62]([O:65][CH3:66])=[CH:61][CH:60]=3)=[O:56])=[C:48](/[CH:51]=[CH:52]\[CH2:53][Cl:54])[CH2:49][S:50][C@H:45]12.C[Si](C)(C)NC(=O)C>C(OCC)(=O)C.O1CCCC1.CN(C)C=O>[C:6]([NH:25][C:26]1[S:30][N:29]=[C:28](/[C:31](=[N:35]/[O:36][CH2:37][C:38]([F:39])([F:41])[F:40])/[C:32]([NH:43][C@@H:44]2[C:67](=[O:68])[N:46]3[C:47]([C:55]([O:57][CH2:58][C:59]4[CH:60]=[CH:61][C:62]([O:65][CH3:66])=[CH:63][CH:64]=4)=[O:56])=[C:48](/[CH:51]=[CH:52]\[CH2:53][Cl:54])[CH2:49][S:50][C@H:45]23)=[O:33])[N:27]=1)([C:13]1[CH:18]=[CH:17][CH:16]=[CH:15][CH:14]=1)([C:7]1[CH:12]=[CH:11][CH:10]=[CH:9][CH:8]=1)[C:19]1[CH:20]=[CH:21][CH:22]=[CH:23][CH:24]=1 |f:2.3|. Procedure details: A mixture solution comprising dimethylformamide (0.247 ml) and tetrahydrofuran (3 ml) was cooled to -10° C., and phosphorus oxychloride (0.297 ml) was added thereto and stirred for 40 minutes with ice-cooling. To the resulting solution was added the tetrahydrofuran solution (4 ml) of 2-(5-tritylamino-1,2,4-thiadiazol-3-yl)-(Z)-2-(2,2,2-trifluoroethyl)oxyiminoacetic acid (1.36 g), followed by stirring for further one hour at the said temperature. The resulting reaction solution was added to a mix... The reactants are [N+](=O)([O-])C1=C(C=CC(=C1)[N+](=O)[O-])Cl (2,4-dinitrochlorobenzene), [N+](=O)([O-])C1=C(C=CC(=C1)[N+](=O)[O-])O (2,4-dinitrophenol), 303, [OH-].[Na+] (sodium hydroxide), ClCl (chlorine), ClCl (chlorine), Cl (hydrochloric acid), Cl (hydrochloric acid), Cl (hydrochloric acid), Cl[O-].[Na+] (sodium hypochlorite), ClCl (chlorine), [Na] (sodium), C1(=CC=CC2=CC=CC=C12)S(=O)(=O)O.C=O (naphthalenesulfonic acid formaldehyde), I(Cl)(Cl)Cl (iodine trichloride). The reagents and catalysts are [Fe](Cl)(Cl)Cl (iron(III) chloride). The solvent is O (water). Yields the product ClC1=CC(=CC(=C1O)[N+](=O)[O-])[N+](=O)[O-] (6-chloro-2,4-dinitrophenol). As a reaction SMILES: [N+](C1C=C([N+]([O-])=O)C=CC=1[Cl:13])([O-])=O.[N+:14]([C:17]1[CH:22]=[C:21]([N+:23]([O-:25])=[O:24])[CH:20]=[CH:19][C:18]=1[OH:26])([O-:16])=[O:15].[OH-].[Na+].Cl.[Na].C1(S(O)(=O)=O)C2C(=CC=CC=2)C=CC=1.C=O.I(Cl)(Cl)Cl.ClCl.Cl[O-].[Na+]>[Fe](Cl)(Cl)Cl.O>[Cl:13][C:19]1[C:18]([OH:26])=[C:17]([N+:14]([O-:16])=[O:15])[CH:22]=[C:21]([N+:23]([O-:25])=[O:24])[CH:20]=1 |f:2.3,6.7,10.11,^1:29|. Procedure details: 203 parts of 2,4-dinitrochlorobenzene (setting point 49° C.) are saponified to 2,4-dinitrophenol in a mixture of 303 parts of 33% strength sodium hydroxide solution and 200 parts of water at 95° C. under a nitrogen atmosphere. The resulting suspension is adjusted to a pH value of 3.5 by adding 185 parts of 31% strength hydrochloric acid. After 10 parts of the sodium salt of a naphthalenesulfonic acid/formaldehyde condensation product (dispersing agent), 1 part of iron(III) chloride and 1 part of... Reactants: ClCC(=O)Cl (chloroacetylchloride), C(O)([O-])=O.[Na+] (sodium hydrogen-carbonate), NC(CO)(C1CC1)C1=C(C=CC(=C1)Br)F ((RS)-2-Amino-2-(5-bromo-2-fluoro-phenyl)-2-cyclopropyl-ethanol). Solvent: ClCCl (dichloromethane), ClCCl (dichloromethane), ClCCl (dichloromethane). Product: BrC=1C=CC(=C(C1)C(CO)(C1CC1)NC(CCl)=O)F ((RS)-N-[1-(5-bromo-2-fluoro-phenyl)-1-cyclopropyl-2-hydroxy-ethyl]-2-chloro-acetamide). Reaction SMILES: [NH2:1][C:2]([C:8]1[CH:13]=[C:12]([Br:14])[CH:11]=[CH:10][C:9]=1[F:15])([CH:5]1[CH2:7][CH2:6]1)[CH2:3][OH:4].C(=O)([O-])O.[Na+].[Cl:21][CH2:22][C:23](Cl)=[O:24]>ClCCl>[Br:14][C:12]1[CH:11]=[CH:10][C:9]([F:15])=[C:8]([C:2]([NH:1][C:23](=[O:24])[CH2:22][Cl:21])([CH:5]2[CH2:7][CH2:6]2)[CH2:3][OH:4])[CH:13]=1 |f:1.2|. Procedure details: (RS)-2-Amino-2-(5-bromo-2-fluoro-phenyl)-2-cyclopropyl-ethanol (2.27 g, 8 mmol) was dissolved in a mixture of dichloromethane (85 ml) and a saturated aqueous solution of sodium hydrogen-carbonate (85 ml). The biphasic mixture was then treated with a solution of chloroacetylchloride (0.69 ml, 8.7 mmol) in dichloromethane. The reaction mixture was stirred at room temperature and the progress of the transformation checked by chromatography. After completion, the reaction mixture was diluted with di...